Dataset: the Open Reaction Database (ORD), a public repository of structured organic reaction records. Task: describe an organic reaction: reactants, conditions, products, and yield The reactants are NC=1SC(=C(N1)C(=O)N1[C@@H]([C@H]2C[C@H]2C1)CN)C1=CC(=CC=C1)F ([2-Amino-5-(3-fluoro-phenyl)-thiazol-4-yl]-((1S,2S,5R)-2-aminomethyl-3-aza-bicyclo[3.1.0]hex-3-yl)-methanone), CC1(OC2=C(C1)C=CC=C2C(=O)O)C (2,2-Dimethyl-2,3-dihydro-benzofuran-7-carboxylic acid). Yields the product NC=1SC(=C(N1)C(=O)N1[C@@H]([C@H]2C[C@H]2C1)CNC(=O)C1=CC=CC=2CC(OC21)(C)C)C2=CC(=CC=C2)F (2,2-Dimethyl-2,3-dihydro-benzofuran-7-carboxylic Acid{(1S,2S,5R)-3-[2-amino-5-(3-fluoro-phenyl)-thiazole-4-carbonyl]-3-aza-bicyclo[3.1.0]hex-2-ylmethyl}-amide). Reaction SMILES: [NH2:1][C:2]1[S:3][C:4]([C:17]2[CH:22]=[CH:21][CH:20]=[C:19]([F:23])[CH:18]=2)=[C:5]([C:7]([N:9]2[CH2:14][C@H:13]3[C@H:11]([CH2:12]3)[C@H:10]2[CH2:15][NH2:16])=[O:8])[N:6]=1.[CH3:24][C:25]1([CH3:37])[CH2:29][C:28]2[CH:30]=[CH:31][CH:32]=[C:33]([C:34](O)=[O:35])[C:27]=2[O:26]1>>[NH2:1][C:2]1[S:3][C:4]([C:17]2[CH:22]=[CH:21][CH:20]=[C:19]([F:23])[CH:18]=2)=[C:5]([C:7]([N:9]2[CH2:14][C@H:13]3[C@H:11]([CH2:12]3)[C@H:10]2[CH2:15][NH:16][C:34]([C:33]2[C:27]3[O:26][C:25]([CH3:37])([CH3:24])[CH2:29][C:28]=3[CH:30]=[CH:31][CH:32]=2)=[O:35])=[O:8])[N:6]=1. Procedure: prepared by reaction of [2-Amino-5-(3-fluoro-phenyl)-thiazol-4-yl]-((1S,2S,5R)-2-aminomethyl-3-aza-bicyclo[3.1.0]hex-3-yl)-methanone with 2,2-Dimethyl-2,3-dihydro-benzofuran-7-carboxylic acid. The reactants are CC#N, O=C1CCC(=O)N1Cl, CC1(c2ccc3cc(O)ccc3c2)COC(=O)N1. The product is CC1(c2ccc3c(Cl)c(O)ccc3c2)COC(=O)N1. RXN SMILES: [CH3:19][C:20]#[N:21].[Cl:22][N:23]1[C:24](=[O:25])[CH2:26][CH2:27][C:28]1=[O:29].[OH:1][c:2]1[cH:3][c:4]2[cH:5][cH:6][c:7]([C:12]3([CH3:18])[NH:13][C:14](=[O:17])[O:15][CH2:16]3)[cH:8][c:9]2[cH:10][cH:11]1>>[OH:1][c:2]1[c:3]([Cl:22])[c:4]2[cH:5][cH:6][c:7]([C:12]3([CH3:18])[NH:13][C:14](=[O:17])[O:15][CH2:16]3)[cH:8][c:9]2[cH:10][cH:11]1. Reactants: COC(=O)C(C)(C)CO, CS, CCOC(C)=O, C, CCN(C(C)C)C(C)C, ClCCl, Cl, [Na], C1COCCO1, O=S(=O)(Cl)Cl. Yields the product COC(=O)C(C)(C)CSC. As a reaction SMILES: [CH3:10][C:11]([C:12](=[O:13])[O:14][CH3:15])([CH2:16][OH:17])[CH3:18].[CH3:26][SH:27].[CH3:38][CH2:39][O:40][C:41](=[O:42])[CH3:43].[CH4:24].[CH:1]([N:2]([CH2:3][CH3:4])[CH:5]([CH3:6])[CH3:7])([CH3:8])[CH3:9].[Cl:28][CH2:29][Cl:30].[ClH:31].[Na:25].[O:32]1[CH2:33][CH2:34][O:35][CH2:36][CH2:37]1.[S:19]([Cl:20])([Cl:21])(=[O:22])=[O:23]>>[CH3:10][C:11]([C:12](=[O:13])[O:14][CH3:15])([CH2:16][S:27][CH3:24])[CH3:18]. Reactants: O=C([O-])[O-], C=CCBr, CCC(C)=O, [K+], [K+], O, Cc1cc(=O)n2cccc(O)c2n1. Yields the product C=CCOc1cccn2c(=O)cc(C)nc12. Reaction SMILES: [C:14](=[O:15])([O-:16])[O-:17].[CH2:20]([CH:21]=[CH2:22])[Br:23].[CH3:25][C:26]([CH2:27][CH3:28])=[O:29].[K+:18].[K+:19].[OH2:24].[OH:1][c:2]1[cH:3][cH:4][cH:5][n:6]2[c:7]1[n:8][c:9]([CH3:13])[cH:10][c:11]2=[O:12]>>[O:1]([c:2]1[cH:3][cH:4][cH:5][n:6]2[c:7]1[n:8][c:9]([CH3:13])[cH:10][c:11]2=[O:12])[CH2:22][CH:21]=[CH2:20]. Product: Nc1c(Cl)cc(CC(CC(=O)N2CCC(N3CCc4ccccc4NC3=O)CC2)C(=O)N2CCC(N3CCN(C(=O)OCc4ccccc4)CC3)CC2)cc1C(F)(F)F. Starting materials: F[B-](F)(F)F, CCN(C(C)C)C(C)C, [K+], [K+], Nc1c(Cl)cc(CC(CC(=O)N2CCC(N3CCc4ccccc4NC3=O)CC2)C(=O)O)cc1C(F)(F)F, O=C(OCc1ccccc1)N1CCN(C2CCNCC2)CC1, O=C([O-])[O-], CN(C)C=O, CN(C)C(On1nnc2ccccc21)=[N+](C)C. Reaction SMILES: [B-:1]([F:2])([F:3])([F:4])[F:5].[CH2:23]([N:24]([CH:25]([CH3:26])[CH3:27])[CH:28]([CH3:29])[CH3:30])[CH3:31].[K+:92].[K+:93].[NH2:54][c:55]1[c:56]([Cl:91])[cH:57][c:58]([CH2:59][CH:60]([C:61](=[O:62])[OH:63])[CH2:64][C:65]([N:66]2[CH2:67][CH2:68][CH:69]([N:72]3[C:73](=[O:83])[NH:74][c:75]4[c:76]([cH:79][cH:80][cH:81][cH:82]4)[CH2:77][CH2:78]3)[CH2:70][CH2:71]2)=[O:84])[cH:85][c:86]1[C:87]([F:88])([F:89])[F:90].[NH:32]1[CH2:33][CH2:34][CH:35]([N:38]2[CH2:39][CH2:40][N:41]([C:44](=[O:45])[O:46][CH2:47][c:48]3[cH:49][cH:50][cH:51][cH:52][cH:53]3)[CH2:42][CH2:43]2)[CH2:36][CH2:37]1.[O-:94][C:95]([O-:96])=[O:97].[O:98]=[CH:99][N:100]([CH3:101])[CH3:102].[n:6]1([O:7][C:8]([N:9]([CH3:10])[CH3:11])=[N+:12]([CH3:13])[CH3:14])[c:15]2[cH:16][cH:17][cH:18][cH:19][c:20]2[n:21][n:22]1>>[N:32]1([C:61]([CH:60]([CH2:59][c:58]2[cH:57][c:56]([Cl:91])[c:55]([NH2:54])[c:86]([C:87]([F:88])([F:89])[F:90])[cH:85]2)[CH2:64][C:65]([N:66]2[CH2:67][CH2:68][CH:69]([N:72]3[C:73](=[O:83])[NH:74][c:75]4[c:76]([cH:79][cH:80][cH:81][cH:82]4)[CH2:77][CH2:78]3)[CH2:70][CH2:71]2)=[O:84])=[O:62])[CH2:33][CH2:34][CH:35]([N:38]2[CH2:39][CH2:40][N:41]([C:44](=[O:45])[O:46][CH2:47][c:48]3[cH:49][cH:50][cH:51][cH:52][cH:53]3)[CH2:42][CH2:43]2)[CH2:36][CH2:37]1.